Dataset: the Open Reaction Database (ORD), a public repository of structured organic reaction records. Task: describe an organic reaction: reactants, conditions, products, and yield Starting materials: solution, C(CCCCC)[Li] (hexyllithium), ClC=1C=C2C=C(NC2=CC1)C(=O)N(C)OC (5-chloro-N-methoxy-N-methyl-1H-indole-2-carboxamide), solution, C(CCCCC)[Li] (hexyllithium), Cl (Hydrochloric acid). Solvent: CCCCCC (hexane), O1CCCC1 (tetrahydrofuran), CCCCCC (hexane). Run at time 1.5 hour. Product: ClC=1C=C2C=C(NC2=CC1)C(CCCCCC)=O (1-(5-chloro-1H-indol-2-yl)heptan-1-one). Isolated yield 68.0%. As a reaction SMILES: [Cl:1][C:2]1[CH:3]=[C:4]2[C:8](=[CH:9][CH:10]=1)[NH:7][C:6]([C:11](N(OC)C)=[O:12])=[CH:5]2.[CH2:17]([Li])[CH2:18][CH2:19][CH2:20][CH2:21][CH3:22].Cl>O1CCCC1.CCCCCC>[Cl:1][C:2]1[CH:3]=[C:4]2[C:8](=[CH:9][CH:10]=1)[NH:7][C:6]([C:11](=[O:12])[CH2:17][CH2:18][CH2:19][CH2:20][CH2:21][CH3:22])=[CH:5]2. Reported procedure: To a solution (100 mL) of 5-chloro-N-methoxy-N-methyl-1H-indole-2-carboxamide (9.14 g) synthesized above in tetrahydrofuran was added a 2.3M solution (50.0 mL) of hexyllithium in hexane at −78° C., and the mixture was stirred under nitrogen atmosphere for 1.5 hr. A 2.3M solution (38.3 mL) of hexyllithium in hexane was additionally added, and the mixture was stirred at −78° C. for 2 hr. 1N Hydrochloric acid was added to quench the reaction, and the mixture was extracted with ethyl acetate. The ex...